This data is from the Open Reaction Database (ORD), a public repository of structured organic reaction records. The task is: describe an organic reaction: reactants, conditions, products, and yield The reactants are C=CC#N, COC(=O)CN(C(=O)c1ccc(Cl)cc1)c1ccccc1, ClCCl. Yields the product COC(=O)CN(C(=O)c1ccc(Cl)cc1)c1ccccc1CCC#N. As a reaction SMILES: [CH2:22]=[CH:23][C:24]#[N:25].[CH3:1][O:2][C:3]([CH2:4][N:5]([C:6]([c:7]1[cH:8][cH:9][c:10]([Cl:13])[cH:11][cH:12]1)=[O:14])[c:15]1[cH:16][cH:17][cH:18][cH:19][cH:20]1)=[O:21].[Cl:26][CH2:27][Cl:28]>>[CH3:1][O:2][C:3]([CH2:4][N:5]([C:6]([c:7]1[cH:8][cH:9][c:10]([Cl:13])[cH:11][cH:12]1)=[O:14])[c:15]1[c:16]([CH2:22][CH2:23][C:24]#[N:25])[cH:17][cH:18][cH:19][cH:20]1)=[O:21]. Reactants: S(=O)(=O)(C)OC1=C(C(C(=O)O)C)C=C(C=C1)C (2-mesyloxy-5-methyl-hydratropic acid), CO (methanol), [H][H] (hydrogen). Reagents/catalysts: [Pd] (palladium-on-charcoal). Run in C(C)N(CC)CC (triethylamine). The product is CC=1C=C(C(C(=O)O)C)C=CC1 (3-methyl-hydratropic acid). Reaction SMILES: S(O[C:6]1[CH:16]=[CH:15][C:14]([CH3:17])=[CH:13][C:7]=1[CH:8]([CH3:12])[C:9]([OH:11])=[O:10])(C)(=O)=O.CO.[H][H]>[Pd].C(N(CC)CC)C>[CH3:17][C:14]1[CH:13]=[C:7]([CH:6]=[CH:16][CH:15]=1)[CH:8]([CH3:12])[C:9]([OH:11])=[O:10]. Reported procedure: To a solution of 1.29 g. of 2-mesyloxy-5-methyl-hydratropic acid in 25 ml. of methanol 1.4 ml. of triethylamine and 0.2 g. of a 5% palladium-on-charcoal catalyst are added. The mixture is hydrogenated at 25° C., under atmospheric pressure until the calculated amount of hydrogen is used up. The catalyst is filtered off and the solution is evaporated. The evaporation residue is taken up in water, acidified with a 20% aqueous hydrochloric acid solution and shaken with ether. Ether is distilled off ...